Dataset: the Open Reaction Database (ORD), a public repository of structured organic reaction records. Task: describe an organic reaction: reactants, conditions, products, and yield Starting materials: [Br-], CCSc1cnc2[nH]ccc2c1, CCCC[N+](CCCC)(CCCC)CCCC, ClCCl, [Na+], [OH-], O=S(=O)(Cl)c1ccccc1. The product is CCSc1cnc2c(ccn2S(=O)(=O)c2ccccc2)c1. As a reaction SMILES: [Br-:25].[CH2:1]([CH3:2])[S:3][c:4]1[cH:5][c:6]2[c:7]([n:8][cH:9]1)[nH:10][cH:11][cH:12]2.[CH3:26][CH2:27][CH2:28][CH2:29][N+:30]([CH2:31][CH2:32][CH2:33][CH3:34])([CH2:35][CH2:36][CH2:37][CH3:38])[CH2:39][CH2:40][CH2:41][CH3:42].[Cl:43][CH2:44][Cl:45].[Na+:14].[OH-:13].[c:15]1([S:21](=[O:22])(=[O:23])[Cl:24])[cH:16][cH:17][cH:18][cH:19][cH:20]1>>[CH2:1]([CH3:2])[S:3][c:4]1[cH:5][c:6]2[c:7]([n:8][cH:9]1)[n:10]([S:21]([c:15]1[cH:16][cH:17][cH:18][cH:19][cH:20]1)(=[O:22])=[O:23])[cH:11][cH:12]2. Reactants: FC1=NC=C(C=C1)C1(CCOCC1)C (2-fluoro-5-(4-methyltetrahydro-2H-pyran-4-yl)pyridine), COC1=C(C=CC(=C1)OC)CN ((2,4-dimethoxyphenyl)methanamine), CCN(C(C)C)C(C)C (DIEA), C([O-])([O-])=O.[K+].[K+] (potassium carbonate). Run in C(C)(=O)OCC (ethyl acetate). Conditions: temperature 160 celsius. Product: COC1=C(CNC2=NC=C(C=C2)C2(CCOCC2)C)C=CC(=C1)OC (N-(2,4-dimethoxybenzyl)-5-(4-methyltetrahydro-2H-pyran-4-yl)pyridin-2-amine). The yield is 51.8%. As a reaction SMILES: F[C:2]1[CH:7]=[CH:6][C:5]([C:8]2([CH3:14])[CH2:13][CH2:12][O:11][CH2:10][CH2:9]2)=[CH:4][N:3]=1.[CH3:15][O:16][C:17]1[CH:22]=[C:21]([O:23][CH3:24])[CH:20]=[CH:19][C:18]=1[CH2:25][NH2:26].CCN(C(C)C)C(C)C.C(=O)([O-])[O-].[K+].[K+]>C(OCC)(=O)C>[CH3:15][O:16][C:17]1[CH:22]=[C:21]([O:23][CH3:24])[CH:20]=[CH:19][C:18]=1[CH2:25][NH:26][C:2]1[CH:7]=[CH:6][C:5]([C:8]2([CH3:14])[CH2:13][CH2:12][O:11][CH2:10][CH2:9]2)=[CH:4][N:3]=1 |f:3.4.5|. Procedure: To a solution of 2-fluoro-5-(4-methyltetrahydro-2H-pyran-4-yl)pyridine (110 mg, 0.56 mmol) in (2,4-dimethoxyphenyl)methanamine (1016 μL, 6.76 mmol) and DIEA (246 μL, 1.41 mmol) was added potassium carbonate (156 mg, 1.12 mmol). The resulting mixture was heated to 160° C. in an oil bath for 16 h, The reaction mixture was diluted with ethyl acetate, washed with water, brine, dried over sodium sulfate and concentrated. The residue was purified by flash column chromatography on silicagel (ISCO) elut... Starting materials: [BH3-]C#N, C=O, CO, O=CO, COc1ccc(-c2nnc3n2CCNC3c2nc(-c3cccc(Cl)c3)no2)cc1, [Na+], O. The product is COc1ccc(-c2nnc3n2CCN(C)C3c2nc(-c3cccc(Cl)c3)no2)cc1. Reaction SMILES: [C:6]([BH3-:7])#[N:8].[CH2:4]=[O:5].[CH3:39][OH:40].[CH:1]([OH:2])=[O:3].[Cl:10][c:11]1[cH:12][c:13](-[c:17]2[n:18][o:19][c:20]([CH:22]3[c:23]4[n:24]([c:28](-[c:31]5[cH:32][cH:33][c:34]([O:37][CH3:38])[cH:35][cH:36]5)[n:29][n:30]4)[CH2:25][CH2:26][NH:27]3)[n:21]2)[cH:14][cH:15][cH:16]1.[Na+:9].[OH2:41]>>[CH3:1][N:27]1[CH:22]([c:20]2[o:19][n:18][c:17](-[c:13]3[cH:12][c:11]([Cl:10])[cH:16][cH:15][cH:14]3)[n:21]2)[c:23]2[n:24]([c:28](-[c:31]3[cH:32][cH:33][c:34]([O:37][CH3:38])[cH:35][cH:36]3)[n:29][n:30]2)[CH2:25][CH2:26]1. The reactants are resultant mixture, N(=[N+]=[N-])C1=CC=C(C=C1)C=C(C(=O)NCCCC(OC)OC)NC(=O)C1=CC=C(C=C1)CN1CCOCC1 (3-(4-azidophenyl)-N-(4,4′-dimethoxybutyl)-2-(4-morpholinomethylphenyl)carbonylamino-prop-2-enamide), material C, P(O)(O)(O)=O (phosphoric acid). Solvent: O (water). Product: N(=[N+]=[N-])C1=CC=C(C=C1)C=C(C(=O)NCCCC=O)NC(=O)C1=CC=C(C=C1)CN1CCOCC1 (3-(4-azidophenyl)-N-(3-formylpropyl)-2-(4-morpholinomethylphenyl)carbonylamino-prop-2-enamide). RXN SMILES: [N:1]([C:4]1[CH:9]=[CH:8][C:7]([CH:10]=[C:11]([NH:23][C:24]([C:26]2[CH:31]=[CH:30][C:29]([CH2:32][N:33]3[CH2:38][CH2:37][O:36][CH2:35][CH2:34]3)=[CH:28][CH:27]=2)=[O:25])[C:12]([NH:14][CH2:15][CH2:16][CH2:17][CH:18](OC)[O:19]C)=[O:13])=[CH:6][CH:5]=1)=[N+:2]=[N-:3].P(=O)(O)(O)O>O>[N:1]([C:4]1[CH:5]=[CH:6][C:7]([CH:10]=[C:11]([NH:23][C:24]([C:26]2[CH:27]=[CH:28][C:29]([CH2:32][N:33]3[CH2:38][CH2:37][O:36][CH2:35][CH2:34]3)=[CH:30][CH:31]=2)=[O:25])[C:12]([NH:14][CH2:15][CH2:16][CH2:17][CH:18]=[O:19])=[O:13])=[CH:8][CH:9]=1)=[N+:2]=[N-:3]. Procedure details: The compound produced in Example 2 [photosensitive material C] (2 g) was added to a mixture of water (40 g) and phosphoric acid (0.5 g), and the resultant mixture was stirred at 20° C. for 5 hours, to thereby remove the acetal protective group. Thereafter, the temperature of the deprotected mixture was adjusted to 10° C. and neutralized with 1 weight % aqueous sodium hydroxide to a pH of 8. The precipitates formed through neutralization were immediately separated through filtration and dried, to...